Dataset: the Open Reaction Database (ORD), a public repository of structured organic reaction records. Task: describe an organic reaction: reactants, conditions, products, and yield Reactants: BrCCCC(=O)OCC (ethyl 4-bromobutyrate), C([O-])([O-])=O.[K+].[K+] (potassium carbonate), N1C(CCCC1)CC(=O)OCC (ethyl piperidin-2-ylacetate), BrCCCC(=O)OCC (ethyl 4-bromobutyrate), C([O-])([O-])=O.[K+].[K+] (potassium carbonate). Run in CC(=O)C (acetone). Run at time 16 hour. Product: C(C)OC(CC1N(CCCC1)CCCC(=O)OCC)=O (Ethyl-1-(3-ethoxycarbonylpropyl)piperidin-2-ylacetate). The yield is 85.7%. RXN SMILES: [NH:1]1[CH2:6][CH2:5][CH2:4][CH2:3][CH:2]1[CH2:7][C:8]([O:10][CH2:11][CH3:12])=[O:9].Br[CH2:14][CH2:15][CH2:16][C:17]([O:19][CH2:20][CH3:21])=[O:18].C(=O)([O-])[O-].[K+].[K+]>CC(C)=O>[CH2:11]([O:10][C:8](=[O:9])[CH2:7][CH:2]1[CH2:3][CH2:4][CH2:5][CH2:6][N:1]1[CH2:14][CH2:15][CH2:16][C:17]([O:19][CH2:20][CH3:21])=[O:18])[CH3:12] |f:2.3.4|. Procedure details: A stirred solution of ethyl piperidin-2-ylacetate (8.0 g, 0.047 mole) and ethyl 4-bromobutyrate (6.7 ml, 0.047 mole) in acetone (100 ml) was treated with potassium carbonate (13 g, 0.094 mole) and heated under reflux for 32 h. A further 1.5 ml of ethyl 4-bromobutyrate and 3 g of potassium carbonate was added and reflux continued for 16 h. The mixture was concentrated in vacuo and the residue treated with water (100 ml) and extracted with ethyl acetate (2×100 ml). The combined extracts were dried... The reactants are C(#N)C=1C(=NC(=C(C1)C1=CC=C(C=C1)C)C1=C(C=C(C=C1)Cl)Cl)OCC1=CC=C(C(=O)O)C=C1 (4-({[3-Cyano-6-(2,4-dichlorophenyl)-5-(4-methylphenyl)pyridin-2-yl]oxy}methyl)benzoic acid), Cl.CN (methylamine hydrochloride), C(CCl)Cl (EDC), CN1CCOCC1 (N-methylmorpholine). The reagents and catalysts are CN(C)C=1C=CN=CC1 (DMAP). The solvent is C(Cl)Cl (methylene chloride). Run at time 8 hour. Yields the product C(#N)C=1C(=NC(=C(C1)C1=CC=C(C=C1)C)C1=C(C=C(C=C1)Cl)Cl)OCC1=CC=C(C(=O)NC)C=C1 (4-({[3-Cyano-6-(2,4-dichlorophenyl)-5-(4-methylphenyl)pyridin-2-yl]oxy}methyl)-N-methylbenzamide). Reaction SMILES: [C:1]([C:3]1[C:4]([O:24][CH2:25][C:26]2[CH:34]=[CH:33][C:29]([C:30]([OH:32])=O)=[CH:28][CH:27]=2)=[N:5][C:6]([C:16]2[CH:21]=[CH:20][C:19]([Cl:22])=[CH:18][C:17]=2[Cl:23])=[C:7]([C:9]2[CH:14]=[CH:13][C:12]([CH3:15])=[CH:11][CH:10]=2)[CH:8]=1)#[N:2].Cl.CN.C(Cl)CCl.[CH3:42][N:43]1CCOCC1>CN(C1C=CN=CC=1)C.C(Cl)Cl>[C:1]([C:3]1[C:4]([O:24][CH2:25][C:26]2[CH:34]=[CH:33][C:29]([C:30]([NH:43][CH3:42])=[O:32])=[CH:28][CH:27]=2)=[N:5][C:6]([C:16]2[CH:21]=[CH:20][C:19]([Cl:22])=[CH:18][C:17]=2[Cl:23])=[C:7]([C:9]2[CH:10]=[CH:11][C:12]([CH3:15])=[CH:13][CH:14]=2)[CH:8]=1)#[N:2] |f:1.2|. Procedure details: To a dried round bottom flask was added the product of Example 122 (0.030 g; 0.0613 mmol), methylamine hydrochloride (0.005 g; 0.0675 mmol), EDC (0.018 g; 0.0919 mmol), DMAP (0.007 g; 0.0613 mmol), N-methylmorpholine (0.028 mL; 0.251 mmol), and methylene chloride (0.5 mL). The reaction mixture was stirred at room temperature overnight. The volatiles were removed, and the residue was taken up in ethyl acetate, washed with saturated NaHCO3 (2×), water, brine, dried (Na2SO4), filtered, and concentr... RXN SMILES: [CH:1]([N:14]1[CH2:17][CH2:16][CH:15]1[CH:18]([NH2:25])[C:19]1[CH:24]=[CH:23][CH:22]=[CH:21][CH:20]=1)([C:8]1[CH:13]=[CH:12][CH:11]=[CH:10][CH:9]=1)[C:2]1[CH:7]=[CH:6][CH:5]=[CH:4][CH:3]=1.[H-].[Na+].[CH3:28]I>CN(C)C=O>[CH:1]([N:14]1[CH2:17][CH2:16][CH:15]1[CH:18]([NH:25][CH3:28])[C:19]1[CH:20]=[CH:21][CH:22]=[CH:23][CH:24]=1)([C:8]1[CH:13]=[CH:12][CH:11]=[CH:10][CH:9]=1)[C:2]1[CH:3]=[CH:4][CH:5]=[CH:6][CH:7]=1 |f:1.2|. Yields the product C(C1=CC=CC=C1)(C1=CC=CC=C1)N1C(CC1)C(C1=CC=CC=C1)NC (1-Benzhydryl-2-(α-methylaminobenzyl)azetidine). Procedure details: To a stirred solution of 2.50 g of 1-benzhydryl-2-(α-aminobenzyl)azetidine in 25 ml. of N,N-dimethylformamide, add 365 mg. of a 55% dispension of sodium hydride. Stir the mixture under a nitrogen atmosphere and when frothing subsides, warm and maintain the stirred mixture at 40° for twenty minutes. Cool the mixture to -25° C. and add 1.20 g. of methyl iodide. Remove the reaction mixture from the cooling bath and allow it to warm to room temperature. After ca. 15 minutes at room temperature, pour... Starting materials: C(C1=CC=CC=C1)(C1=CC=CC=C1)N1C(CC1)C(C1=CC=CC=C1)N (1-benzhydryl-2-(α-aminobenzyl)azetidine), [H-].[Na+] (sodium hydride), CI (methyl iodide). Run in CN(C=O)C (N,N-dimethylformamide). Run at temperature -25 celsius, time 15 minute.